From a dataset of the Open Reaction Database (ORD), a public repository of structured organic reaction records. describe an organic reaction: reactants, conditions, products, and yield The reactants are O (Water), [H-].[Na+] (Sodium hydride), O=C1N(C(C2=CC=CC=C12)=O)CCC1=CNC2=CC=C(C=C12)CC(=O)N (3-[2-(1,3-dihydro-1,3-dioxo-2H-isoindol-2-yl)ethyl]-1H-indole-5-acetamide), CI (methyl iodide). The solvent is CN(C=O)C (dimethylformamide). Run at time 30 minute. Product: O=C1N(C(C2=CC=CC=C12)=O)CCC1=CN(C2=CC=C(C=C12)CC(=O)N)C (3-[2-(1,3-Dihydro-1,3-dioxo-2H-isoindol-2-yl)ethyl]-1-methyl-1H-indole-5-acetamide). RXN SMILES: [H-].[Na+].[O:3]=[C:4]1[C:12]2[C:7](=[CH:8][CH:9]=[CH:10][CH:11]=2)[C:6](=[O:13])[N:5]1[CH2:14][CH2:15][C:16]1[C:24]2[C:19](=[CH:20][CH:21]=[C:22]([CH2:25][C:26]([NH2:28])=[O:27])[CH:23]=2)[NH:18][CH:17]=1.[CH3:29]I.O>CN(C)C=O>[O:3]=[C:4]1[C:12]2[C:7](=[CH:8][CH:9]=[CH:10][CH:11]=2)[C:6](=[O:13])[N:5]1[CH2:14][CH2:15][C:16]1[C:24]2[C:19](=[CH:20][CH:21]=[C:22]([CH2:25][C:26]([NH2:28])=[O:27])[CH:23]=2)[N:18]([CH3:29])[CH:17]=1 |f:0.1|. Reported procedure: Sodium hydride (80% dispersion in oil) (0.14 g) was added to a solution of 3-[2-(1,3-dihydro-1,3-dioxo-2H-isoindol-2-yl)ethyl]-1H-indole-5-acetamide (1.5 g) in dry dimethylformamide (10 ml). After stirring the red solution for 30 min, methyl iodide (0.41 ml) was added and the mixture was stirred for a further 16 h. Water (40 ml) was added, the solid collected by filtration and crystallised from propan-2-ol to give the title compound as a yellow powder (1.25 g), m.p. 200°-2° C. Reactants: N[C@H](C(C)(C)S)C(=O)O (D-penicillamine), CC1=CC=C(C=O)C=C1 (4-methylbenzaldehyde). The solvent is CO (methanol). Conditions: time 1 hour. The product is CC1([C@@H](NC(S1)C1=CC=C(C=C1)C)C(=O)O)C (5,5-Dimethyl-2-(4-methylphenyl)-thiazolidine-4(S)-carboxylic acid). RXN SMILES: [NH2:1][C@@H:2]([C:7]([OH:9])=[O:8])[C:3]([SH:6])([CH3:5])[CH3:4].[CH3:10][C:11]1[CH:18]=[CH:17][C:14]([CH:15]=O)=[CH:13][CH:12]=1>CO>[CH3:4][C:3]1([CH3:5])[S:6][CH:10]([C:11]2[CH:18]=[CH:17][C:14]([CH3:15])=[CH:13][CH:12]=2)[NH:1][C@H:2]1[C:7]([OH:9])=[O:8]. Procedure details: A solution containing 1.50 g (10 mmoles) of D-penicillamine and 1.18 ml (10 mmoles) of 4-methylbenzaldehyde in 30 ml of 30% methanol is stirred for 1 hour. The precipitated crystals are filtered out and washed with 30% methanol to give the crude title acid in a yield of 2.25 g (89.5%) which can be recrystallized from methanol by adding water, m.p.: 89°-90° C., [α]D =+53.5 (c=0.784, dimethylsulphoxide). Starting materials: [Al+3], C1CCOC1, [H-], [H-], [H-], [H-], [Li+], [Na+], [OH-], O, CCOC(=O)c1c[nH]c(-c2ccccc2)c1-c1ccccc1. Yields the product Cc1c[nH]c(-c2ccccc2)c1-c1ccccc1. As a reaction SMILES: [Al+3:2].[CH2:32]1[O:33][CH2:34][CH2:35][CH2:36]1.[H-:1].[H-:4].[H-:5].[H-:6].[Li+:3].[Na+:31].[OH-:30].[OH2:29].[c:7]1(-[c:13]2[c:14]([C:24]([O:25][CH2:26][CH3:27])=[O:28])[cH:15][nH:16][c:17]2-[c:18]2[cH:19][cH:20][cH:21][cH:22][cH:23]2)[cH:8][cH:9][cH:10][cH:11][cH:12]1>>[c:7]1(-[c:13]2[c:14]([CH3:24])[cH:15][nH:16][c:17]2-[c:18]2[cH:19][cH:20][cH:21][cH:22][cH:23]2)[cH:8][cH:9][cH:10][cH:11][cH:12]1. RXN SMILES: [CH3:1][O:2][C:3]([C:5]1[N:6]([NH:11][CH2:12][C:13]2[CH:18]=[CH:17][C:16]([C:19]([F:22])([F:21])[F:20])=[CH:15][CH:14]=2)[CH:7]=[C:8]([Cl:10])[CH:9]=1)=[O:4].[CH3:23][O:24][C:25](=[O:30])[CH2:26][C:27](Cl)=[O:28]>>[CH3:1][O:2][C:3]([C:5]1[N:6]([N:11]([C:27](=[O:28])[CH2:26][C:25]([O:24][CH3:23])=[O:30])[CH2:12][C:13]2[CH:18]=[CH:17][C:16]([C:19]([F:22])([F:20])[F:21])=[CH:15][CH:14]=2)[CH:7]=[C:8]([Cl:10])[CH:9]=1)=[O:4]. Reported procedure: Prepared according to the acylation condition used in Example 2 step f) from 4-chloro-1-(4-trifluoromethyl-benzylamino)-1H-pyrrole-2-carboxylic acid methyl ester and chlorocarbonylacetic acid methyl ester (1.5 eq.). 1H NMR (CDCl3, δ in ppm): 7.56 (d, 2H, J=8.0 Hz), 7.30 (d, 2H, J=8.0 Hz), 6.84 (d, 1H, J=2.2 Hz), 6.52 (d, 2H, J=2.2 Hz), 5.31 (d, 1H, J=14.6 Hz), 4.48 (d, 1H, J=15.0 Hz), 3.73 (s, 3H), 3.72 (s, 3H), 3.20 (dd, 3H, J=14.6 Hz, 16.2 Hz). The reactants are COC(=O)C=1N(C=C(C1)Cl)NCC1=CC=C(C=C1)C(F)(F)F (4-chloro-1-(4-trifluoromethyl-benzylamino)-1H-pyrrole-2-carboxylic acid methyl ester), COC(CC(=O)Cl)=O (chlorocarbonylacetic acid methyl ester). The product is COC(=O)C=1N(C=C(C1)Cl)N(CC1=CC=C(C=C1)C(F)(F)F)C(CC(=O)OC)=O (4-Chloro-1-[(2-methoxycarbonyl-acetyl)-(4-trifluoromethyl-benzyl)-amino]-1H-pyrrole-2-carboxylic acid methyl ester). Starting materials: C1=C(C=CC2=CC=CC=C12)C(=O)O (2-naphthalenecarboxylic acid), [Na] (sodium), C(C)OCCOCC (1,2-diethoxyethane). The product is C1C(CCC2=CC=CC=C12)C(=O)O (1,2,3,4-tetrahydro-2-naphthalenecarboxylic acid). As a reaction SMILES: [CH:1]1[C:10]2[C:5](=[CH:6][CH:7]=[CH:8][CH:9]=2)[CH:4]=[CH:3][C:2]=1[C:11]([OH:13])=[O:12].[Na].C(OCCOCC)C>>[CH2:1]1[C:10]2[C:5](=[CH:6][CH:7]=[CH:8][CH:9]=2)[CH2:4][CH2:3][CH:2]1[C:11]([OH:13])=[O:12] |^1:13|. Reported procedure: The thus obtained 6-[4'-alkoxy-4-biphenyl)ethyl]-2-naphthalenecarboxylic acid (22) is hydrogenated in the presence of metal sodium in a solvent such as 1,2-diethoxyethane to obtain 6-[4'-alkoxy-4-biphenyl)ethyl]-1,2,3,4-tetrahydro-2-naphthalenecarboxylic acid (23). Finally, the resulting 6-[4'-alkoxy-4-biphenyl)ethyl]-1,2,3,4-tetrahydro-2-naphthalenecarboxylic acid (23) is reacted with an alcohol (24) having an asymmetric carbon in the presence of 4-N,N-dimethylaminoprydine, whereby the above-me... Starting materials: N1C=NC=C1 (imidazole), [H-].[Na+] (NaH), C(C)OC(C1=CC=C(C=C1)C#CC1=CC(=C(C=C1)CBr)C)=O (ethyl4-(4-bromomethyl-3-methyl-phenylethynyl)-benzoate), C(C)OC(C1=CC=C(C=C1)CC(C1=CC=C(C=C1)CBr)C)=O (Ethyl4-(4-bromomethyl-methyl-phenylethyl)-benzoate). The solvent is CN(C)C=O (DMF), CN(C)C=O (DMF). Conditions: temperature 90 celsius, time 1 hour. The product is C(C)OC(C1=CC=C(C=C1)C#CC1=C(C(=C(C=C1)N1C=NC=C1)C)C)=O (Ethyl4-(4-imidazol-1-yl-methyl-3-methyl-phenylethynyl)-benzoate), EtOAc-hexanes. The yield is 20.0%. RXN SMILES: [NH:1]1[CH:5]=[CH:4][N:3]=[CH:2]1.[H-].[Na+].[CH2:8]([O:10][C:11](=[O:29])[C:12]1[CH:17]=[CH:16][C:15]([C:18]#[C:19][C:20]2[CH:25]=[CH:24][C:23](CBr)=[C:22]([CH3:28])[CH:21]=2)=[CH:14][CH:13]=1)[CH3:9].[CH2:30](OC(=O)C1C=CC(CC(C)C2C=CC(CBr)=CC=2)=CC=1)C>CN(C=O)C>[CH2:8]([O:10][C:11](=[O:29])[C:12]1[CH:13]=[CH:14][C:15]([C:18]#[C:19][C:20]2[CH:25]=[CH:24][C:23]([N:1]3[CH:5]=[CH:4][N:3]=[CH:2]3)=[C:22]([CH3:28])[C:21]=2[CH3:30])=[CH:16][CH:17]=1)[CH3:9] |f:1.2|. Procedure: A solution of imidazole (30.0 mg, 0.44 mmol) in 2 mL DMF was treated with NaH (11.0 mg, 0.44 mmol) and heated to 90° C. After 1 h a solution of ethyl4-(4-bromomethyl-3-methyl-phenylethynyl)-benzoate (Intermediate 137, 120.0 mg, 0.34 mmol) in 2 mL DMF was added and stirring at 90° C. continued for 1 hour. The solution was cooled to room temperature and concentrated under reduced pressure. The title compound, 90.0 mg (71%) was isolated by column chromatography (20-100% EtOAc-hexanes) as a colorles... Starting materials: CCOC(=O)C(NC(=O)OC(C)(C)C)(C(=O)OCC)c1ccc(Br)cn1, O=C([O-])[O-], CCCCCCCCOc1ccc(B2OC(C)(C)C(C)(C)O2)cc1C(F)(F)F, [Na+], [Na+], c1ccc(P(c2ccccc2)(c2ccccc2)[Pd](P(c2ccccc2)(c2ccccc2)c2ccccc2)(P(c2ccccc2)(c2ccccc2)c2ccccc2)P(c2ccccc2)(c2ccccc2)c2ccccc2)cc1. Product: CCCCCCCCOc1ccc(-c2ccc(C(NC(=O)OC(C)(C)C)(C(=O)OCC)C(=O)OCC)nc2)cc1C(F)(F)F. As a reaction SMILES: [Br:29][c:30]1[cH:31][cH:32][c:33]([C:36]([C:37](=[O:38])[O:39][CH2:40][CH3:41])([C:42](=[O:43])[O:44][CH2:45][CH3:46])[NH:47][C:48](=[O:49])[O:50][C:51]([CH3:52])([CH3:53])[CH3:54])[n:34][cH:35]1.[C:55](=[O:56])([O-:57])[O-:58].[CH3:1][C:2]1([CH3:3])[C:4]([CH3:5])([CH3:6])[O:7][B:8]([c:9]2[cH:10][c:11]([C:24]([F:25])([F:26])[F:27])[c:12]([O:15][CH2:16][CH2:17][CH2:18][CH2:19][CH2:20][CH2:21][CH2:22][CH3:23])[cH:13][cH:14]2)[O:28]1.[Na+:59].[Na+:60].[cH:61]1[cH:62][cH:63][c:64]([P:65]([Pd:66]([P:67]([c:68]2[cH:69][cH:70][cH:71][cH:72][cH:73]2)([c:74]2[cH:75][cH:76][cH:77][cH:78][cH:79]2)[c:80]2[cH:81][cH:82][cH:83][cH:84][cH:85]2)([P:86]([c:87]2[cH:88][cH:89][cH:90][cH:91][cH:92]2)([c:93]2[cH:94][cH:95][cH:96][cH:97][cH:98]2)[c:99]2[cH:100][cH:101][cH:102][cH:103][cH:104]2)[P:105]([c:106]2[cH:107][cH:108][cH:109][cH:110][cH:111]2)([c:112]2[cH:113][cH:114][cH:115][cH:116][cH:117]2)[c:118]2[cH:119][cH:120][cH:121][cH:122][cH:123]2)([c:124]2[cH:125][cH:126][cH:127][cH:128][cH:129]2)[c:130]2[cH:131][cH:132][cH:133][cH:134][cH:135]2)[cH:136][cH:137]1>>[c:9]1(-[c:30]2[cH:31][cH:32][c:33]([C:36]([C:37](=[O:38])[O:39][CH2:40][CH3:41])([C:42](=[O:43])[O:44][CH2:45][CH3:46])[NH:47][C:48](=[O:49])[O:50][C:51]([CH3:52])([CH3:53])[CH3:54])[n:34][cH:35]2)[cH:10][c:11]([C:24]([F:25])([F:26])[F:27])[c:12]([O:15][CH2:16][CH2:17][CH2:18][CH2:19][CH2:20][CH2:21][CH2:22][CH3:23])[cH:13][cH:14]1. The reactants are S1C(=NC2=C1C=CC=C2)CC2N(CCCC2)C(C(F)(F)F)=O (1-(2-Benzothiazol-2-ylmethylpiperidin-1-yl)-2,2,2-trifluoroethanone), [OH-].[Na+] (sodium hydroxide). Solvent: CO (methanol). Product: N1C(CCCC1)CC=1SC2=C(N1)C=CC=C2 ((RS)-2-Piperidin-2-ylmethylbenzothiazole). RXN SMILES: [S:1]1[C:5]2[CH:6]=[CH:7][CH:8]=[CH:9][C:4]=2[N:3]=[C:2]1[CH2:10][CH:11]1[CH2:16][CH2:15][CH2:14][CH2:13][N:12]1C(=O)C(F)(F)F.[OH-].[Na+]>CO>[NH:12]1[CH2:13][CH2:14][CH2:15][CH2:16][CH:11]1[CH2:10][C:2]1[S:1][C:5]2[CH:6]=[CH:7][CH:8]=[CH:9][C:4]=2[N:3]=1 |f:1.2|. Reported procedure: 1-(2-Benzothiazol-2-ylmethylpiperidin-1-yl)-2,2,2-trifluoroethanone, D29 (1.2 g) was dissolved in methanol (40 ml) and 2N sodium hydroxide solution (20 ml) and heated to 50° C. for 0.75 h. After cooling, the reaction solution was partitioned between dichloromethane and water. The organic solution was dried (MgSO4) and the solvent removed in vacuo. The residue was chromatographed (silica gel, 0-10% [9:1 MeOH/conc. ammonia solution] in dichloromethane) to afford the title compound (0.68 g). Reactants: [Al+3], COC(=O)c1cc(OC)c2c(c1)OCO2, C1CCOC1, [H-], [H-], [H-], [H-], [Li+]. Yields the product COc1cc(CO)cc2c1OCO2. As a reaction SMILES: [Al+3:17].[CH2:1]1[O:2][c:3]2[cH:4][c:5]([C:6](=[O:7])[O:8][CH3:9])[cH:10][c:11]([O:14][CH3:15])[c:12]2[O:13]1.[CH2:22]1[O:23][CH2:24][CH2:25][CH2:26]1.[H-:16].[H-:19].[H-:20].[H-:21].[Li+:18]>>[CH2:1]1[O:2][c:3]2[cH:4][c:5]([CH2:6][OH:7])[cH:10][c:11]([O:14][CH3:15])[c:12]2[O:13]1.